This data is from the Open Reaction Database (ORD), a public repository of structured organic reaction records. The task is: describe an organic reaction: reactants, conditions, products, and yield Reactants: S(=O)(Cl)Cl (Thionyl chloride), C(=O)(OC)COC1=C(CO)C=CC=C1 (2-carbomethoxymethoxybenzyl alcohol). Solvent: CCOCC (ether). Run at time 12 hour. The product is C(=O)(OC)COC1=C(CCl)C=CC=C1 (2-carbomethoxymethoxybenzyl chloride). Reaction SMILES: S(Cl)([Cl:3])=O.[C:5]([CH2:9][O:10][C:11]1[CH:18]=[CH:17][CH:16]=[CH:15][C:12]=1[CH2:13]O)([O:7][CH3:8])=[O:6]>CCOCC>[C:5]([CH2:9][O:10][C:11]1[CH:18]=[CH:17][CH:16]=[CH:15][C:12]=1[CH2:13][Cl:3])([O:7][CH3:8])=[O:6]. Procedure: Thionyl chloride (0.48 mol) is added to an ether solution (1L) containing 2-carbomethoxymethoxybenzyl alcohol (0.4 mol), and a small amount of dimethylformanide (0.5 mL). The reaction is stirred at ambient temperature for 12 h, after which it is evaporated and the residue diluted again with ether (1L). This ether solution is washed with 2% sodium hydrogen carbonate solution (3X's) and then dried (magnesium sulfate). The solvent is removed to give 2-carbomethoxymethoxybenzyl chloride which is use... Starting materials: FC(C(=O)O)(F)F (Trifluoroacetic acid), C(C)(=O)N1[C@H](CCC2=C(C(=CC=C12)C=1C=NN(C1)C1CCN(CC1)C(=O)OC(C)(C)C)OC1=CC=C(C=C1)C(N)=O)C (tert-butyl 4-[4-[(2S)-1-acetyl-5-(4-carbamoylphenoxy)-2-methyl-1,2,3,4-tetrahydroquinolin-6-yl]-1H-pyrazol-1-yl]piperidine-1-carboxylate). Solvent: ClCCl (dichloromethane). Reaction conditions: time 2 hour. The product is C(C)(=O)N1[C@H](CCC2=C(C(=CC=C12)C=1C=NN(C1)C1CCNCC1)OC1=CC=C(C(=O)N)C=C1)C ((S)-4-(1-acetyl-2-methyl-6-(1-(piperidin-4-yl)-1H-pyrazol-4-yl)-1,2,3,4-tetrahydroquinolin-5-yloxy)benzamide). As a reaction SMILES: FC(F)(F)C(O)=O.[C:8]([N:11]1[C:20]2[C:15](=[C:16]([O:39][C:40]3[CH:45]=[CH:44][C:43]([C:46](=[O:48])[NH2:47])=[CH:42][CH:41]=3)[C:17]([C:21]3[CH:22]=[N:23][N:24]([CH:26]4[CH2:31][CH2:30][N:29](C(OC(C)(C)C)=O)[CH2:28][CH2:27]4)[CH:25]=3)=[CH:18][CH:19]=2)[CH2:14][CH2:13][C@@H:12]1[CH3:49])(=[O:10])[CH3:9]>ClCCl>[C:8]([N:11]1[C:20]2[C:15](=[C:16]([O:39][C:40]3[CH:41]=[CH:42][C:43]([C:46]([NH2:47])=[O:48])=[CH:44][CH:45]=3)[C:17]([C:21]3[CH:22]=[N:23][N:24]([CH:26]4[CH2:31][CH2:30][NH:29][CH2:28][CH2:27]4)[CH:25]=3)=[CH:18][CH:19]=2)[CH2:14][CH2:13][C@@H:12]1[CH3:49])(=[O:10])[CH3:9]. Reported procedure: Trifluoroacetic acid (3.5 mL) was added to a solution of tert-butyl 4-[4-[(2S)-1-acetyl-5-(4-carbamoylphenoxy)-2-methyl-1,2,3,4-tetrahydroquinolin-6-yl]-1H-pyrazol-1-yl]piperidine-1-carboxylate (0.080 g, 0.14 mmol) in dichloromethane (30 mL). The reaction mixture stirred for 2 h at room temperature and was then concentrated under vacuum. The residue was dissolved in dichloromethane (50 mL), washed with saturated aqueous potassium carbonate solution (3×20 mL) and brine (20 mL), dried over anhydro... Reactants: BrCCCCBr (1,4-dibromobutane), C1(=CC=CC=2CCCCC12)O (5,6,7,8-tetrahydronaphthalen-1-ol), [OH-] (hydroxide). The reagents and catalysts are S([O-])(O)(=O)=O.C(CCC)[N+](CCCC)(CCCC)CCCC (tetra-n-butylammonium bisulfate). The solvent is C(Cl)Cl (methylene chloride), O (water). Conditions: time 2 hour. Yields the product BrCCCCOC1=C2CCCCC2=CC=C1 (5-(4-Bromobutoxy)-1,2,3,4-tetrahydronaphthalene). Isolated yield 102.1%. RXN SMILES: [C:1]1([OH:11])[C:10]2[CH2:9][CH2:8][CH2:7][CH2:6][C:5]=2[CH:4]=[CH:3][CH:2]=1.[OH-].[Br:13][CH2:14][CH2:15][CH2:16][CH2:17]Br>C(Cl)Cl.O.S(=O)(=O)(O)[O-].C([N+](CCCC)(CCCC)CCCC)CCC>[Br:13][CH2:14][CH2:15][CH2:16][CH2:17][O:11][C:1]1[CH:2]=[CH:3][CH:4]=[C:5]2[C:10]=1[CH2:9][CH2:8][CH2:7][CH2:6]2 |f:5.6|. Reported procedure: A solution of 5,6,7,8-tetrahydronaphthalen-1-ol (4.2 g, 0.028 mol) in methylene chloride (50 ml) was mixed with a solution of sodum hydroxide (2.3 g, 0.0575 mol) in water (50 ml). After adding tetra-n-butylammonium bisulfate (9.6 g, 0.028 mol) and 1,4-dibromobutane (31 g, 0.14 mol), the reaction mixture was refluxed with vigorous stirring for 2 hrs. The reaction was cooled to room temperature, the layers separated and the organic phase washed with saturated sodium chloride solution. After drying... Isolated yield 29.8%. Yields the product O=C1NC2=CC=CC=C2C(=C1C#N)C1=CC=CC=C1 (1,2-Dihydro-2-oxo-4-phenyl-3-quinolinecarbonitrile). Solvent: C(Cl)(Cl)Cl (CHCl3), N1=CC=CC=C1 (pyridine). Procedure details: A stirred mixture of 10 g (0.030 mole) of 3-bromo-2-phenyl-1,5-benzothiazepin-4(5H)-one from part A, 10 g (0.11 mole) of CuCN, and 75 ml of dimethylformamide is treated with 1 ml of pyridine, heated, and the resulting dark solution refluxed for 2 hours. After cooling, the reaction mixture is poured into a vigorously stirred mixture of 600 ml of ice-water, 600 ml of concentrated NH4OH, and 300 ml of CHCl3. Stirring is continued until essentially 2 clear layers are obtained. The layers are separat... RXN SMILES: Br[C:2]1[C:8](=[O:9])[NH:7][C:6]2[CH:10]=[CH:11][CH:12]=[CH:13][C:5]=2S[C:3]=1[C:14]1[CH:19]=[CH:18][CH:17]=[CH:16][CH:15]=1.[C:20]([Cu])#[N:21].CN(C)C=O.[NH4+].[OH-]>C(Cl)(Cl)Cl.N1C=CC=CC=1>[O:9]=[C:8]1[C:2]([C:20]#[N:21])=[C:3]([C:14]2[CH:19]=[CH:18][CH:17]=[CH:16][CH:15]=2)[C:10]2[C:6](=[CH:5][CH:13]=[CH:12][CH:11]=2)[NH:7]1 |f:3.4|. The reactants are BrC1=C(SC2=C(NC1=O)C=CC=C2)C2=CC=CC=C2 (3-bromo-2-phenyl-1,5-benzothiazepin-4(5H)-one), C(#N)[Cu] (CuCN), CN(C=O)C (dimethylformamide), ice water, [NH4+].[OH-] (NH4OH). Reported procedure: 4-t-Butyl-N-[6-(3-hydroxypropyloxy)-5-(2-methoxyphenoxy)-2-morpholino-4-pyrimidinyl]-benzenesulfonamide (800 mg) was dissolved in dimethylformamide (40 ml). Pyridinium dichromate (2.63 g) was added to the solution, and the resultant mixture was stirred for 14 hours at room temperature. Ethyl acetate was added to the reaction mixture, followed by successive washing with 0.5N-HCl, water, and brine. The organic layer was dried over anhydrous sodium sulfate and, evaporated. The residue was purified ... Isolated yield 15.6%. Product: C(C)(C)(C)C1=CC=C(C=C1)S(=O)(=O)NC1=C(C(=NC(=N1)N1CCOCC1)OCCC(=O)O)OC1=C(C=CC=C1)OC (3-[6-(4-t-butylphenyl-sulfonylamino)-5-(2-methoxyphenoxy)-2-morpholino-4-pyrimidinyloxy]propionic acid). Reactants: C(C)(=O)OCC (Ethyl acetate), C(C)(C)(C)C1=CC=C(C=C1)S(=O)(=O)NC1=NC(=NC(=C1OC1=C(C=CC=C1)OC)OCCCO)N1CCOCC1 (4-t-Butyl-N-[6-(3-hydroxypropyloxy)-5-(2-methoxyphenoxy)-2-morpholino-4-pyrimidinyl]-benzenesulfonamide), resultant mixture, [Cr](=O)(=O)([O-])O[Cr](=O)(=O)[O-].[NH+]1=CC=CC=C1.[NH+]1=CC=CC=C1 (Pyridinium dichromate). RXN SMILES: [C:1]([C:5]1[CH:10]=[CH:9][C:8]([S:11]([NH:14][C:15]2[C:20]([O:21][C:22]3[CH:27]=[CH:26][CH:25]=[CH:24][C:23]=3[O:28][CH3:29])=[C:19]([O:30][CH2:31][CH2:32][CH2:33][OH:34])[N:18]=[C:17]([N:35]3[CH2:40][CH2:39][O:38][CH2:37][CH2:36]3)[N:16]=2)(=[O:13])=[O:12])=[CH:7][CH:6]=1)([CH3:4])([CH3:3])[CH3:2].[Cr](O[Cr]([O-])(=O)=O)([O-])(=O)=[O:42].[NH+]1C=CC=CC=1.[NH+]1C=CC=CC=1.C(OCC)(=O)C>CN(C)C=O>[C:1]([C:5]1[CH:6]=[CH:7][C:8]([S:11]([NH:14][C:15]2[N:16]=[C:17]([N:35]3[CH2:36][CH2:37][O:38][CH2:39][CH2:40]3)[N:18]=[C:19]([O:30][CH2:31][CH2:32][C:33]([OH:42])=[O:34])[C:20]=2[O:21][C:22]2[CH:27]=[CH:26][CH:25]=[CH:24][C:23]=2[O:28][CH3:29])(=[O:13])=[O:12])=[CH:9][CH:10]=1)([CH3:4])([CH3:2])[CH3:3] |f:1.2.3|. Run in CN(C=O)C (dimethylformamide).